This data is from the Open Reaction Database (ORD), a public repository of structured organic reaction records. The task is: describe an organic reaction: reactants, conditions, products, and yield The reactants are CC(C)CN, O=C(O)Cl, ClCCl, O=[N+]([O-])c1ccc(O)cc1, CC(C)(C)NC(=O)c1cccc(CN2CCN(C(=O)c3ccc(N)c(OC(F)(F)F)c3)CC2)c1, O. Yields the product CC(C)CNC(=O)Nc1ccc(C(=O)N2CCN(Cc3cccc(C(=O)NC(C)(C)C)c3)CC2)cc1OC(F)(F)F. Reaction SMILES: [CH2:49]([CH:50]([CH3:51])[CH3:52])[NH2:53].[Cl:35][C:36](=[O:37])[OH:38].[Cl:54][CH2:55][Cl:56].[N+:39]([c:40]1[cH:41][cH:42][c:43]([OH:44])[cH:45][cH:46]1)([O-:47])=[O:48].[NH2:1][c:2]1[c:3]([O:30][C:31]([F:32])([F:33])[F:34])[cH:4][c:5]([C:6](=[O:7])[N:8]2[CH2:9][CH2:10][N:11]([CH2:14][c:15]3[cH:16][c:17]([C:18](=[O:19])[NH:20][C:21]([CH3:22])([CH3:23])[CH3:24])[cH:25][cH:26][cH:27]3)[CH2:12][CH2:13]2)[cH:28][cH:29]1.[OH2:57]>>[NH:1]([c:2]1[c:3]([O:30][C:31]([F:32])([F:33])[F:34])[cH:4][c:5]([C:6](=[O:7])[N:8]2[CH2:9][CH2:10][N:11]([CH2:14][c:15]3[cH:16][c:17]([C:18](=[O:19])[NH:20][C:21]([CH3:22])([CH3:23])[CH3:24])[cH:25][cH:26][cH:27]3)[CH2:12][CH2:13]2)[cH:28][cH:29]1)[C:36](=[O:38])[NH:53][CH2:49][CH:50]([CH3:51])[CH3:52]. Starting materials: BrCCOc1ccccc1, O=C(O)c1ccc(O)cc1. The product is O=C(c1ccc(O)cc1)c1ccc(OCCBr)cc1. Reaction SMILES: [O:1]([c:2]1[cH:3][cH:4][cH:5][cH:6][cH:7]1)[CH2:8][CH2:9][Br:10].[OH:11][C:12](=[O:13])[c:14]1[cH:15][cH:16][c:17]([OH:18])[cH:19][cH:20]1>>[O:1]([c:2]1[cH:3][cH:4][c:5]([C:12](=[O:11])[c:14]2[cH:15][cH:16][c:17]([OH:18])[cH:19][cH:20]2)[cH:6][cH:7]1)[CH2:8][CH2:9][Br:10]. The reactants are O=C[C@H](O)[C@@H](O)[C@H](O)[C@H](O)CO (glucose), C(CCCCCCCCCCC)N (dodecylamine). Run in C(C)O (ethanol). Yields the product C(CCCCCCCCCCC)N[C@H]1[C@H](O)[C@@H](O)[C@H](O)[C@H](O1)CO (N-Dodecyl-βD-glucopyranosylamine). RXN SMILES: O=[CH:2][C@@H:3]([C@H:5]([C@@H:7]([C@@H:9]([CH2:11][OH:12])[OH:10])[OH:8])[OH:6])[OH:4].[CH2:13]([NH2:25])[CH2:14][CH2:15][CH2:16][CH2:17][CH2:18][CH2:19][CH2:20][CH2:21][CH2:22][CH2:23][CH3:24]>C(O)C>[CH2:13]([NH:25][C@@H:2]1[O:10][C@H:9]([CH2:11][OH:12])[C@@H:7]([OH:8])[C@H:5]([OH:6])[C@H:3]1[OH:4])[CH2:14][CH2:15][CH2:16][CH2:17][CH2:18][CH2:19][CH2:20][CH2:21][CH2:22][CH2:23][CH3:24]. Procedure details: 18 g of glucose were stirred in 50 ml of ethanol at 70° C., 18.5 g of dodecylamine were then added, the mixture was heated again until a clear solution was obtained, the solution was allowed to cool to room temperature and, after 20 hours, the crystals which had precipitated were filtered off with suction. The product was washed with ethanol and ether and dried in vacuo. Reactants: C(C)(C)(C)OC(NC1=NC=CC=C1C(O)C1=NC=C(C=C1N(COC)S(=O)(=O)C1=CC(=C(C=C1)Cl)C(F)(F)F)Cl)=O ([3-({5-chloro-3-[(4-chloro-3-trifluoromethyl-benzene sulfonyl)-methoxymethyl-amino]-pyridin-2-yl}-hydroxy-methyl)-pyridin-2-yl]-carbamic acid tert-butyl ester). Reagents/catalysts: O=[Mn]=O (MnO2). The solvent is C1CCOC1 (THF). Conditions: temperature 50 celsius, time 8 hour. The product is C(C)(C)(C)OC(NC1=NC=CC=C1C(=O)C1=NC=C(C=C1N(COC)S(=O)(=O)C1=CC(=C(C=C1)Cl)C(F)(F)F)Cl)=O ((3-{5-chloro-3-[(4-chloro-3-trifluoromethyl-benzenesulfonyl)-methoxymethyl-amino]-pyrdine-2- carbonyl}-pyridin-2-yl)-carbamic acid tert-butyl ester). The yield is 60.8%. As a reaction SMILES: [C:1]([O:5][C:6](=[O:41])[NH:7][C:8]1[C:13]([CH:14]([C:16]2[C:21]([N:22]([S:26]([C:29]3[CH:34]=[CH:33][C:32]([Cl:35])=[C:31]([C:36]([F:39])([F:38])[F:37])[CH:30]=3)(=[O:28])=[O:27])[CH2:23][O:24][CH3:25])=[CH:20][C:19]([Cl:40])=[CH:18][N:17]=2)[OH:15])=[CH:12][CH:11]=[CH:10][N:9]=1)([CH3:4])([CH3:3])[CH3:2]>C1COCC1.O=[Mn]=O>[C:1]([O:5][C:6](=[O:41])[NH:7][C:8]1[C:13]([C:14]([C:16]2[C:21]([N:22]([S:26]([C:29]3[CH:34]=[CH:33][C:32]([Cl:35])=[C:31]([C:36]([F:38])([F:37])[F:39])[CH:30]=3)(=[O:27])=[O:28])[CH2:23][O:24][CH3:25])=[CH:20][C:19]([Cl:40])=[CH:18][N:17]=2)=[O:15])=[CH:12][CH:11]=[CH:10][N:9]=1)([CH3:4])([CH3:2])[CH3:3]. Procedure: A mixture of [3-({5-chloro-3-[(4-chloro-3-trifluoromethyl-benzene sulfonyl)-methoxymethyl-amino]-pyridin-2-yl}-hydroxy-methyl)-pyridin-2-yl]-carbamic acid tert-butyl ester (750 mg, 1.18 mmol) and MnO2 (512.6 mg, 5.9 mmol) in THF (10 mL) was stirred at 50° C. for overnight. The reaction mixture was cooled to room temperature, filtered through sintered funnel, washed with THF (2×10 mL), dried (anhydrous Na2SO4) and concentrated. The obtained residue was column purified (SiO2, 50% EtOAc-hexanes) to... The reactants are CN([C@@H]1CC[C@H](CC1)CS(=O)(=O)N1C[C@@H](CCC1)O)C=1C2=C(N=CN1)NC=C2 ((3R)-1-[({trans-4-[methyl(7H-pyrrolo[2,3-d]pyrimidin-4-yl)amino]cyclohexyl}-methyl)sulfonyl]piperidin-3-ol), CO (Methanol), C(C)(C)N(CC)C(C)C (Diisopropylethylamine), P(=O)(OCC)(OCC)OCl (diethyl chloro phosphate). Run in ClCCl (dichloromethane). Reaction conditions: time 8 hour. The product is P(=O)(OCC)(OCC)O[C@H]1CN(CCC1)S(=O)(=O)C[C@@H]1CC[C@H](CC1)N(C=1C2=C(N=CN1)NC=C2)C (Diethyl (3R)-1-[({trans-4-[methyl(7H-pyrrolo[2,3-d]pyrimidin-4-yl)amino]cyclohexyl}methyl)sulfonyl]piperidin-3-yl phosphate). RXN SMILES: [CH3:1][N:2]([C:20]1[C:21]2[CH:28]=[CH:27][NH:26][C:22]=2[N:23]=[CH:24][N:25]=1)[C@H:3]1[CH2:8][CH2:7][C@H:6]([CH2:9][S:10]([N:13]2[CH2:18][CH2:17][CH2:16][C@@H:15]([OH:19])[CH2:14]2)(=[O:12])=[O:11])[CH2:5][CH2:4]1.C(N(C(C)C)CC)(C)C.[P:38](OCl)([O:43][CH2:44][CH3:45])([O:40][CH2:41][CH3:42])=[O:39].CO>ClCCl>[P:38]([O:19][C@@H:15]1[CH2:16][CH2:17][CH2:18][N:13]([S:10]([CH2:9][C@H:6]2[CH2:5][CH2:4][C@H:3]([N:2]([CH3:1])[C:20]3[C:21]4[CH:28]=[CH:27][NH:26][C:22]=4[N:23]=[CH:24][N:25]=3)[CH2:8][CH2:7]2)(=[O:12])=[O:11])[CH2:14]1)([O:43][CH2:44][CH3:45])([O:40][CH2:41][CH3:42])=[O:39]. Procedure: (3R)-1-[({trans-4-[methyl(7H-pyrrolo[2,3-d]pyrimidin-4-yl)amino]cyclohexyl}-methyl)sulfonyl]piperidin-3-ol (100 mg, 0.24 mmol) was suspended in dichloromethane (5 mL). Diisopropylethylamine (0.05 mL, 0.3 mmol) was added followed by diethyl chloro phosphate (0.036 mL, 0.24 mmol). The reaction mixture was stirred under nitrogen overnight. Methanol (1 mL) was added to the flask and the reaction mixture was concentrated in vacuo and the resulting residue was purified by preparative reverse phase HPL... The reactants are COc1ccc2c(C3CNCCN3c3ccncc3)noc2c1, CC(=O)O, CN(C)C=O. The product is Oc1ccc2c(C3CNCCN3c3ccncc3)noc2c1. Reaction SMILES: [CH3:1][O:2][c:3]1[cH:4][c:5]2[c:6]([c:7]([CH:10]3[N:11]([c:16]4[cH:17][cH:18][n:19][cH:20][cH:21]4)[CH2:12][CH2:13][NH:14][CH2:15]3)[n:8][o:9]2)[cH:22][cH:23]1.[CH3:24][C:25](=[O:26])[OH:27].[O:28]=[CH:29][N:30]([CH3:31])[CH3:32]>>[OH:2][c:3]1[cH:4][c:5]2[c:6]([c:7]([CH:10]3[N:11]([c:16]4[cH:17][cH:18][n:19][cH:20][cH:21]4)[CH2:12][CH2:13][NH:14][CH2:15]3)[n:8][o:9]2)[cH:22][cH:23]1.